Dataset: the Open Reaction Database (ORD), a public repository of structured organic reaction records. Task: describe an organic reaction: reactants, conditions, products, and yield Reactants: Boc-Lys(Xys)-OH, C(C)(C)(C)N (t-butylamine), F (hydrogen fluoride), C1(=CC=CC=C1)OC (anisole), C(C1=CC=CC=C1)S(=O)(=O)NCCCC[C@H](N)C(=O)O (Nε -benzylsulfonyllysine), CC(C)(C)OC(=O)N[C@@H](CCCCNC(=O)OCC1=CC=CC=C1Cl)C(=O)O (Boc-Lys-(2-Cl-Z)-OH). Product: N[C@@H](CCCCN)C(=O)O (lysine). As a reaction SMILES: C(S([NH:11][CH2:12][CH2:13][CH2:14][CH2:15][C@@H:16]([C:18]([OH:20])=[O:19])[NH2:17])(=O)=O)C1C=CC=CC=1.CC(OC(N[C@H](C(O)=O)CCCCNC(OCC1C(Cl)=CC=CC=1)=O)=O)(C)C.C(N)(C)(C)C.F.C1(OC)C=CC=CC=1>>[NH2:17][C@H:16]([C:18]([OH:20])=[O:19])[CH2:15][CH2:14][CH2:13][CH2:12][NH2:11]. Procedure: Boc-Lys(Xys)-OH (124.4 mg, 0.3 m.mol), Nε -benzylsulfonyllysine (90 mg., 0.3 m.mol) and Boc-Lys-(2-Cl-Z)-OH.t-butylamine salt (146.4 mg, 0.3 m.mol) are each treated with hydrogen fluoride (2 ml) in the presence of anisole (0.1 ml) at -20° C. for one hour. After the hydrogen fluoride is distilled off, the residue is dissolved in water (50 ml). An aliquot of the solution is taken and the lysine content of the sample is determined by an amino acid analyzer. The % yields of lysine are calculated. As a reaction SMILES: [Br-:29].[CH3:30][Mg+:31].[CH3:32][CH2:33][O:34][CH2:35][CH3:36].[Cl:1][c:2]1[c:3](-[c:8]2[c:9]([CH:22]=[O:23])[n:10][c:11]3[cH:12][cH:13][cH:14][c:15]([C:18]([F:19])([F:20])[F:21])[c:16]3[n:17]2)[cH:4][cH:5][cH:6][cH:7]1.[O:24]1[CH2:25][CH2:28][CH2:27][CH2:26]1>>[Cl:1][c:2]1[c:3](-[c:8]2[c:9]([CH:22]([OH:23])[CH3:25])[n:10][c:11]3[cH:12][cH:13][cH:14][c:15]([C:18]([F:19])([F:20])[F:21])[c:16]3[n:17]2)[cH:4][cH:5][cH:6][cH:7]1. Reactants: [Br-], C[Mg+], CCOCC, O=Cc1nc2cccc(C(F)(F)F)c2nc1-c1ccccc1Cl, C1CCOC1. Yields the product CC(O)c1nc2cccc(C(F)(F)F)c2nc1-c1ccccc1Cl.